This data is from the Open Reaction Database (ORD), a public repository of structured organic reaction records. The task is: describe an organic reaction: reactants, conditions, products, and yield Reactants: FC1=CC=C(C(=C1F)NC1=C(C=C(C=C1)I)F)N (5,6-difluoro-N1-(2-fluoro-4-iodophenyl)benzene-1,2-diamine), ClCS(=O)(=O)Cl (chloromethanesulfonyl chloride). The product is ClCS(=O)(=O)NC1=C(C(=C(C=C1)F)F)NC1=C(C=C(C=C1)I)F (1-Chloro-N-(3,4-difluoro-2-(2-fluoro-4-iodophenylamino)phenyl)methane sulfonamide). Reaction SMILES: [F:1][C:2]1[C:7]([F:8])=[C:6]([NH:9][C:10]2[CH:15]=[CH:14][C:13]([I:16])=[CH:12][C:11]=2[F:17])[C:5]([NH2:18])=[CH:4][CH:3]=1.[Cl:19][CH2:20][S:21](Cl)(=[O:23])=[O:22]>>[Cl:19][CH2:20][S:21]([NH:18][C:5]1[CH:4]=[CH:3][C:2]([F:1])=[C:7]([F:8])[C:6]=1[NH:9][C:10]1[CH:15]=[CH:14][C:13]([I:16])=[CH:12][C:11]=1[F:17])(=[O:23])=[O:22]. Procedure details: According to the general procedure A, 5,6-difluoro-N1-(2-fluoro-4-iodophenyl)benzene-1,2-diamine was reacted with chloromethanesulfonyl chloride to obtain the desired product, m/z=475 [M−1]−. Reaction SMILES: Br[CH2:2][C:3]([O:5][CH2:6][CH3:7])=[O:4].[F:8][C:9]([F:22])([F:21])[C:10]1[CH:11]=[CH:12][C:13]([CH:17]([CH3:20])[CH2:18][CH3:19])=[C:14]([OH:16])[CH:15]=1.C(=O)([O-])[O-].[K+].[K+].O>CS(C)=O>[F:8][C:9]([F:21])([F:22])[C:10]1[CH:11]=[CH:12][C:13]([CH:17]([CH3:20])[CH2:18][CH3:19])=[C:14]([CH:15]=1)[O:16][CH2:2][C:3]([O:5][CH2:6][CH3:7])=[O:4] |f:2.3.4|. Reaction conditions: temperature 80 celsius. Procedure details: 2.5 ml of ethyl bromoacetate were added to 4 g of the product of Step C in 15 ml of dimethylsulfoxide and 4 g of potassium carbonate were added, followed by heating at 80° C. for 2 hours 30 minutes. The reaction medium was poured into iced water and extracted with methylene chloride. The extracts were dried and concentrated to dryness to obtain 5.10 g of the expected product. Yields the product FC(C=1C=CC(=C(OCC(=O)OCC)C1)C(CC)C)(F)F (Ethyl [5-trifluoromethyl-2-(1-methylpropyl)-phenoxy]-acetate). Reactants: O (water), BrCC(=O)OCC (ethyl bromoacetate), FC(C=1C=CC(=C(C1)O)C(CC)C)(F)F (5-trifluoromethyl-2-(1-methylpropyl)-phenol), C([O-])([O-])=O.[K+].[K+] (potassium carbonate). The solvent is CS(=O)C (dimethylsulfoxide). Starting materials: C(C1=CC=CC=C1)OC1=CC=C(C=C1)C=1NC(=C(N1)C(=O)NC=1SC=CN1)C1=CC=C(C=C1)C (2-(4-Benzyloxyphenyl)-5-(4-methylphenyl)-N-(2-thiazolyl)-imidazole-4-carboxamide), C1(=CC=CC=C1)SC (thioanisole), [OH-].[Na+] (sodium hydroxide). Run in FC(C(=O)O)(F)F (trifluoroacetic acid). Conditions: time 6 hour. Yields the product OC1=CC=C(C=C1)C=1NC(=C(N1)C(=O)NC=1SC=CN1)C1=CC=C(C=C1)C (2-(4-hydroxyphenyl)-5-(4-methylphenyl)-N-(2-thiazolyl)imidazole-4-carboxamide). Yield: 56.6%. RXN SMILES: C([O:8][C:9]1[CH:14]=[CH:13][C:12]([C:15]2[NH:16][C:17]([C:28]3[CH:33]=[CH:32][C:31]([CH3:34])=[CH:30][CH:29]=3)=[C:18]([C:20]([NH:22][C:23]3[S:24][CH:25]=[CH:26][N:27]=3)=[O:21])[N:19]=2)=[CH:11][CH:10]=1)C1C=CC=CC=1.C1(SC)C=CC=CC=1.[OH-].[Na+]>FC(F)(F)C(O)=O>[OH:8][C:9]1[CH:14]=[CH:13][C:12]([C:15]2[NH:16][C:17]([C:28]3[CH:29]=[CH:30][C:31]([CH3:34])=[CH:32][CH:33]=3)=[C:18]([C:20]([NH:22][C:23]3[S:24][CH:25]=[CH:26][N:27]=3)=[O:21])[N:19]=2)=[CH:11][CH:10]=1 |f:2.3|. Procedure details: 2-(4-Benzyloxyphenyl)-5-(4-methylphenyl)-N-(2-thiazolyl)-imidazole-4-carboxamide (5.10 g) obtained in Example 22(3) and thioanisole (6.4 ml) were dissolved in trifluoroacetic acid (100 ml) and the mixture was stirred for 6 hr. The reaction mixture was made alkaline with 2 M aqueous sodium hydroxide solution and then acidified withaqueouscitricacid. Themixturewasextractedwithethylacetate. The ethyl acetate layer was washed with saturated brine and, after drying, the solvent was evaporated. The ob... Reactants: COC(=O)c1ccc([N+](=O)[O-])cc1S(=O)(=O)NC(C)(C)C, CO, [H][H]. Product: COC(=O)c1ccc(N)cc1S(=O)(=O)NC(C)(C)C. RXN SMILES: [C:1]([CH3:2])([CH3:3])([CH3:4])[NH:5][S:6](=[O:7])(=[O:8])[c:9]1[c:10]([C:18](=[O:19])[O:20][CH3:21])[cH:11][cH:12][c:13]([N+:15]([O-:16])=[O:17])[cH:14]1.[CH3:24][OH:25].[H:22][H:23]>>[C:1]([CH3:2])([CH3:3])([CH3:4])[NH:5][S:6](=[O:7])(=[O:8])[c:9]1[c:10]([C:18](=[O:19])[O:20][CH3:21])[cH:11][cH:12][c:13]([NH2:15])[cH:14]1. Starting materials: CCOC(=O)C.CCCCCC (EtOAc hexane), ArH, OMe, ArH, N1=CC=CC=C1.[H][H] (pyridine H2), CCOC(=O)C.CO (EtOAc methanol), CC1=CC=NC=C1 (4-methylpyridine), crude product, C(CCC)[Li] (n-butyllithium), Intermediate 1. Run in N1=CC=CC=C1 (pyridine), N1=CC=CC=C1 (pyridine). Yields the product C1(CCCC1)OC=1C=C(C=CC1OC)C(CC1=CC=NC=C1)O (4-[2-(3-Cyclopentyloxy-4-methoxyphenyl)-2-hydroxyethyl]pyridine). Reaction SMILES: [CH3:1][C:2]1[CH:7]=[CH:6][N:5]=[CH:4][CH:3]=1.[CH2:8]([Li])[CH2:9][CH2:10][CH3:11].[CH3:13][CH2:14][O:15][C:16]([CH3:18])=O.[CH3:19][CH2:20][CH2:21]CCC.N1C=CC=CC=1.[H][H].C[CH2:34][O:35]C(C)=O.[CH3:39][OH:40]>N1C=CC=CC=1>[CH:14]1([O:15][C:16]2[CH:18]=[C:8]([CH:39]([OH:40])[CH2:1][C:2]3[CH:7]=[CH:6][N:5]=[CH:4][CH:3]=3)[CH:9]=[CH:10][C:11]=2[O:35][CH3:34])[CH2:21][CH2:20][CH2:19][CH2:13]1 |f:2.3,4.5,6.7|. Reported procedure: From 4-methylpyridine (3.00 g, 32.1 mmol); n-butyllithium (32.1 mmol), and Intermediate 1 (6.82 g, 31.0 mmol). The crude product was subject to chromatography [SiO2 ; EtOAc-hexane, 3:2 (500 ml) to 4:1 (1000 ml) then EtOAc-methanol 9:1 (1500 ml)] to afford the title compound (9.68 g) as fine white needles m.p. 97°-101° C. (from toluene) δH (CDCl3) 1.5-2.0 (SH, br m, (CH2)4, 2.45(1H, br, s, CHOH), 2.96 (2H, d, J 6.5 Hz, CH2 pyridine), 3.80 (3H, s, OMe), 4.70 (1H, br, m, OCHCH2), 4.81 (1H, t, J 6.5... Reactants: 208(M), C(C=C)OC1=CC=C(C=C1)CCC(=O)OCC (ethyl 3-(4-allyloxyphenyl)propionate), OC1=CC=C(C=C1)C(CC(=O)OCC)C (ethyl 3-(4-hydroxyphenyl)butanoate). Reaction SMILES: [CH2:1]([O:4][C:5]1[CH:10]=[CH:9][C:8]([CH2:11][CH2:12][C:13]([O:15][CH2:16][CH3:17])=[O:14])=[CH:7][CH:6]=1)[CH:2]=[CH2:3].O[C:19]1C=CC(C(C)CC(OCC)=O)=CC=1>>[CH2:1]([O:4][C:5]1[CH:10]=[CH:9][C:8]([CH:11]([CH3:19])[CH2:12][C:13]([O:15][CH2:16][CH3:17])=[O:14])=[CH:7][CH:6]=1)[CH:2]=[CH2:3]. The product is C(C=C)OC1=CC=C(C=C1)C(CC(=O)OCC)C (Ethyl 3-(4-allyloxyphenyl)butanoate). Procedure details: Ethyl 3-(4-benzyloxyphenyl)but-2-enoate (3.4 g) in ethyl acetate (100 ml) was hydrogenated over a 10% palladium-on-carbon catalyst (250 mg) at atmospheric pressure/ambient temperature. The catalyst was removed by filtration and the filtrate evaporated to give an oil. The oil was purified by chromatography on silica gel using a 4/1 (v/v) mixture of hexane and ethyl acetate as eluent to give ethyl 3-(4-hydroxyphenyl)butanoate (1.51 g) as a pale yellow oil; NMR(CDCl3): 1.20(3H,t), 1.27(3H,d), 2.52(... Reactants: C(C)(C)(CC)NN=C(CCC(=O)OCCCC)C (butyl levulinate t-amylhydrazone), ClCl (chlorine), ClCl (chlorine). Conditions: temperature -20 celsius, time 15 minute. Product: C(C)(C)(CC)N=NC(CCC(=O)OCCCC)(C)Cl (butyl 4-t-amylazo-4-chlorovalerate). Isolated yield 104.0%. RXN SMILES: [C:1]([NH:6][N:7]=[C:8]([CH3:18])[CH2:9][CH2:10][C:11]([O:13][CH2:14][CH2:15][CH2:16][CH3:17])=[O:12])([CH2:4][CH3:5])([CH3:3])[CH3:2].[Cl:19]Cl>>[C:1]([N:6]=[N:7][C:8]([Cl:19])([CH3:18])[CH2:9][CH2:10][C:11]([O:13][CH2:14][CH2:15][CH2:16][CH3:17])=[O:12])([CH2:4][CH3:5])([CH3:3])[CH3:2]. Procedure details: To a solution of 90 grams (0.316 moles) of butyl levulinate t-amylhydrazone in 150 mls. of petane in a 500 ml. round bottom flask was passed 10.9 grams (.154 moles) of chlorine holding the temperature at -20°C with a dry ice- isopropanol bath. The chlorine was added over 30 minutes and then the reaction was stirred an additional 15 minutes at -20°C and filtered. The filtrate was dried and the pentane evaporated leaving 46.6 grams of crude butyl 4-t-amylazo-4-chlorovalerate. The reactants are O=C(N=C=S)c1ccccc1, CS(=O)(=O)c1ccc(C23CCC(N)(CC2)CC3)cc1, ClCCl. Product: CS(=O)(=O)c1ccc(C23CCC(NC(=S)NC(=O)c4ccccc4)(CC2)CC3)cc1. Reaction SMILES: [C:20]([c:21]1[cH:22][cH:23][cH:24][cH:25][cH:26]1)(=[O:27])[N:28]=[C:29]=[S:30].[CH3:1][S:2](=[O:3])(=[O:4])[c:5]1[cH:6][cH:7][c:8]([C:11]23[CH2:12][CH2:13][C:14]([NH2:19])([CH2:15][CH2:16]2)[CH2:17][CH2:18]3)[cH:9][cH:10]1.[Cl:31][CH2:32][Cl:33]>>[CH3:1][S:2](=[O:3])(=[O:4])[c:5]1[cH:6][cH:7][c:8]([C:11]23[CH2:12][CH2:13][C:14]([NH:19][C:29]([NH:28][C:20]([c:21]4[cH:22][cH:23][cH:24][cH:25][cH:26]4)=[O:27])=[S:30])([CH2:15][CH2:16]2)[CH2:17][CH2:18]3)[cH:9][cH:10]1.